This data is from the Open Reaction Database (ORD), a public repository of structured organic reaction records. The task is: describe an organic reaction: reactants, conditions, products, and yield Reported procedure: A solution of diethyl azodicarboxylate in toluene (2.2 M, 14.0 mL) was added to a solution of 4-{[tert-butyl(diphenyl)silyl]oxy}-2,2-dimethylbutan-1-ol (J. Am. Chem. Soc., 2007, vol. 129, p. 4456) (9.15 g), triphenylphosphine (7.40 g), and phthalimide (4.15 g) in tetrahydrofuran (150 mL) with stirring at room temperature. The mixture was stirred overnight at room temperature, and sodium chloride solution was then added thereto, followed by extraction with ethyl acetate. The organic layer was dri... The solvent is O1CCCC1 (tetrahydrofuran), C1(=CC=CC=C1)C (toluene). Reaction conditions: time 8 hour. Reactants: C1(=CC=CC=C1)P(C1=CC=CC=C1)C1=CC=CC=C1 (triphenylphosphine), C1(C=2C(C(N1)=O)=CC=CC2)=O (phthalimide), [Cl-].[Na+] (sodium chloride), N(=NC(=O)OCC)C(=O)OCC (diethyl azodicarboxylate), [Si](C1=CC=CC=C1)(C1=CC=CC=C1)(C(C)(C)C)OCCC(CO)(C)C (4-{[tert-butyl(diphenyl)silyl]oxy}-2,2-dimethylbutan-1-ol). Yields the product [Si](C1=CC=CC=C1)(C1=CC=CC=C1)(C(C)(C)C)OCCC(CN1C(C2=CC=CC=C2C1=O)=O)(C)C (2-(4-{[tert-Butyl(diphenyl)silyl]oxy}-2,2-dimethylbutyl)-1H-isoindole-1,3(2H)-dione). Reaction SMILES: N(C(OCC)=O)=NC(OCC)=O.[Si:13]([O:30][CH2:31][CH2:32][C:33]([CH3:37])([CH3:36])[CH2:34]O)([C:26]([CH3:29])([CH3:28])[CH3:27])([C:20]1[CH:25]=[CH:24][CH:23]=[CH:22][CH:21]=1)[C:14]1[CH:19]=[CH:18][CH:17]=[CH:16][CH:15]=1.C1(P(C2C=CC=CC=2)C2C=CC=CC=2)C=CC=CC=1.[C:57]1(=[O:67])[NH:61][C:60](=[O:62])[C:59]2=[CH:63][CH:64]=[CH:65][CH:66]=[C:58]12.[Cl-].[Na+]>C1(C)C=CC=CC=1.O1CCCC1>[Si:13]([O:30][CH2:31][CH2:32][C:33]([CH3:36])([CH3:37])[CH2:34][N:61]1[C:57](=[O:67])[C:58]2[C:59](=[CH:63][CH:64]=[CH:65][CH:66]=2)[C:60]1=[O:62])([C:26]([CH3:27])([CH3:28])[CH3:29])([C:14]1[CH:15]=[CH:16][CH:17]=[CH:18][CH:19]=1)[C:20]1[CH:25]=[CH:24][CH:23]=[CH:22][CH:21]=1 |f:4.5|.